The task is: describe an organic reaction: reactants, conditions, products, and yield. This data is from the Open Reaction Database (ORD), a public repository of structured organic reaction records. Starting materials: CC(C)(C)[Si](C)(C)OC1CCC(N2C(=O)c3ccccc3C2=O)C1, CCO, NN, C1CCOC1. Yields the product CC(C)(C)[Si](C)(C)OC1CCC(N)C1. As a reaction SMILES: [C:1]([CH3:2])([CH3:3])([CH3:4])[Si:5]([O:6][CH:7]1[CH2:8][CH:9]([N:12]2[C:13](=[O:14])[c:15]3[c:16]([cH:17][cH:18][cH:19][cH:20]3)[C:21]2=[O:22])[CH2:10][CH2:11]1)([CH3:23])[CH3:24].[CH2:32]([OH:33])[CH3:34].[NH2:25][NH2:26].[O:27]1[CH2:28][CH2:29][CH2:30][CH2:31]1>>[C:1]([CH3:2])([CH3:3])([CH3:4])[Si:5]([O:6][CH:7]1[CH2:8][CH:9]([NH2:12])[CH2:10][CH2:11]1)([CH3:23])[CH3:24].